From a dataset of the Open Reaction Database (ORD), a public repository of structured organic reaction records. describe an organic reaction: reactants, conditions, products, and yield Reactants: CS(=O)(=O)c1ncc2c(n1)N(c1cccc(CCO)c1)C(=O)N(c1ccccc1Br)C2, COc1ccc(CN)cc1. Product: Nc1ncc2c(n1)N(c1cccc(CCO)c1)C(=O)N(c1ccccc1Br)C2. Reaction SMILES: [Br:1][c:2]1[c:3]([N:8]2[C:9](=[O:31])[N:10]([c:22]3[cH:23][c:24]([CH2:28][CH2:29][OH:30])[cH:25][cH:26][cH:27]3)[c:11]3[n:12][c:13]([S:18]([CH3:19])(=[O:20])=[O:21])[n:14][cH:15][c:16]3[CH2:17]2)[cH:4][cH:5][cH:6][cH:7]1.[CH3:32][O:33][c:34]1[cH:35][cH:36][c:37]([CH2:38][NH2:39])[cH:40][cH:41]1>>[Br:1][c:2]1[c:3]([N:8]2[C:9](=[O:31])[N:10]([c:22]3[cH:23][c:24]([CH2:28][CH2:29][OH:30])[cH:25][cH:26][cH:27]3)[c:11]3[n:12][c:13]([NH2:39])[n:14][cH:15][c:16]3[CH2:17]2)[cH:4][cH:5][cH:6][cH:7]1. Reactants: C(C=C)NN (allylhydrazine), C1(=CC=CC=C1)CCC(=O)Cl (3-phenylpropanoyl chloride), CN1CCN(CC1)C1=CC=C(N)C=C1 (4-(4-methylpiperazin-1-yl)aniline), N (NH3), CN1CC2=CC(=CC=C2C2(C1)CC2)N (2′-methyl-2′,3′-dihydro-1′H-spiro[cyclopropane-1,4′-isoquinolin]-7′-amine), N=C1NC(NC2=NC=NC=C21)=O (3,4-dihydro-4-imino-pyrimido[4,5-d]pyrimidin-2(1H)-one), CNN (methylhydrazine). Yields the product C(C=C)N1N=C(C2=C(C1=O)C=NC(=N2)NC2=CC=C1C3(CN(CC1=C2)C)CC3)C3=CC=CC=C3 (6-allyl-2-[(2′-methyl-2′,3′-dihydro-1′H-spiro[cyclopropane-1,4′-isoquinolin]-7′-yl)amino]-8-phenylpyrimido[4,5-d]pyridazin-5(6H)-one). Reaction SMILES: [C:1]1([CH2:7][CH2:8][C:9](Cl)=[O:10])C=CC=CC=1.[CH3:12][N:13]1[CH2:22][C:21]2([CH2:24][CH2:23]2)[C:20]2[C:15](=[CH:16][C:17]([NH2:25])=[CH:18][CH:19]=2)[CH2:14]1.[NH:26]=[C:27]1C2C(=NC=NC=2)N[C:29](=O)[NH:28]1.CN1CCN([C:45]2[CH:51]=[CH:50][C:48](N)=[CH:47][CH:46]=2)CC1.[CH2:52]([NH:55][NH2:56])[CH:53]=[CH2:54].CNN.N>>[CH2:52]([N:55]1[C:9](=[O:10])[C:8]2[CH:29]=[N:28][C:27]([NH:25][C:17]3[CH:16]=[C:15]4[C:20]([C:21]5([CH2:24][CH2:23]5)[CH2:22][N:13]([CH3:12])[CH2:14]4)=[CH:19][CH:18]=3)=[N:26][C:7]=2[C:1]([C:45]2[CH:46]=[CH:47][CH:48]=[CH:50][CH:51]=2)=[N:56]1)[CH:53]=[CH2:54]. Procedure: The title compound was prepared as described in Example 6, substituting benzoyl chloride for 3-phenylpropanoyl chloride in Example 6B, 2′-methyl-2′,3′-dihydro-1′H-spiro[cyclopropane-1,4′-isoquinolin]-7′-amine (Furukawa, S.; Ikeno, T.; Kato, S.; Kawasaki, M.; Kojima, H.; Minagawa, W.; Sawada, N.; Yamamoto, F.; Lohani, S.; Wang, Y. Process for preparation of a 3,4-dihydro-4-imino-pyrimido[4,5-d]pyrimidin-2(1H)-one derivative. WO 2009151997) for 4-(4-methylpiperazin-1-yl)aniline in Example 6C, and ... Reactants: BrCCCn1ccc2ccccc21, CN, CCO. The product is CNCCCn1ccc2ccccc21. Reaction SMILES: [Br:1][CH2:2][CH2:3][CH2:4][n:5]1[cH:6][cH:7][c:8]2[cH:9][cH:10][cH:11][cH:12][c:13]12.[CH3:14][NH2:15].[CH3:16][CH2:17][OH:18]>>[CH2:2]([CH2:3][CH2:4][n:5]1[cH:6][cH:7][c:8]2[cH:9][cH:10][cH:11][cH:12][c:13]12)[NH:15][CH3:14]. The reactants are C(C1=CC=CC=C1)NC=1C=C(C=CC1)O (3-benzylaminophenol), C(CC(=O)C)(=O)OCC (ethyl acetoacetate), C(C)O (ethanol). The reagents and catalysts are [Cl-].[Zn+2].[Cl-] (zinc chloride). Run in O (water), Cl (HCl). The product is C(C1=CC=CC=C1)NC1=CC=C2C(=CC(OC2=C1)=O)C (7-Benzylamino-4-methylcoumarin). As a reaction SMILES: [CH2:1]([NH:8][C:9]1[CH:10]=[C:11]([OH:15])[CH:12]=[CH:13][CH:14]=1)[C:2]1[CH:7]=[CH:6][CH:5]=[CH:4][CH:3]=1.[C:16](OCC)(=[O:21])[CH2:17][C:18]([CH3:20])=O.C(O)C>O.Cl.[Cl-].[Zn+2].[Cl-]>[CH2:1]([NH:8][C:9]1[CH:10]=[C:11]2[C:12]([C:18]([CH3:20])=[CH:17][C:16](=[O:21])[O:15]2)=[CH:13][CH:14]=1)[C:2]1[CH:3]=[CH:4][CH:5]=[CH:6][CH:7]=1 |f:5.6.7|. Procedure details: 7-Benzylamino-4-methylcoumarin was synthesized from 3-benzylaminophenol and ethyl acetoacetate by the usual Peckmann reaction (anhydrous zinc chloride, absolute ethanol). Recrystallization from ethanol gave flat needles, m.p. 174.5°-175.5° C. The fluorescence maximum in water was 455 nm (excited 355 nm), in 10-2N HCl 458 nm. 1H nmr (60 MHz, CDCl3), δ2.36 (s, 3H, C--CH3), 4.45 (d, 2H, --CH2NH--, J=~5.5 Hz, collapses to a singlet when D2O added), 4.7-5 (1H, NH), 6.03 (s, 1H, H3), 6.57 (d, 1H H8), ... Reactants: OC1=C(N(S(C2=C1C=CC=C2)(=O)=O)C)C(=O)OC (methyl 4-hydroxy-2-methyl-2H-1,2-benzothiazine-3-carboxylate 1,1-dioxide), NC1=CC=C(C(C=C1)=O)OC (5-amino-2-methoxy-2,4,6-cycloheptatrien-1-one). Run in C=1(C(=CC=CC1)C)C (xylene). Reaction conditions: time 8 hour. Yields the product OC1=C(N(S(C2=C1C=CC=C2)(=O)=O)C)C(=O)NC2=CC=C(C(C=C2)=O)OC (4-hydroxy-2-methyl-N-(2-methoxy-1-oxo-2,4,6-cycloheptatrien-5-yl)-2H-1,2-benzothiazine-3-carboxamide 1,1-dioxide). Yield: 5.2%. As a reaction SMILES: [OH:1][C:2]1[C:7]2[CH:8]=[CH:9][CH:10]=[CH:11][C:6]=2[S:5](=[O:13])(=[O:12])[N:4]([CH3:14])[C:3]=1[C:15]([O:17]C)=O.[NH2:19][C:20]1[CH:26]=[CH:25][C:24](=[O:27])[C:23]([O:28][CH3:29])=[CH:22][CH:21]=1>C1(C)C(C)=CC=CC=1>[OH:1][C:2]1[C:7]2[CH:8]=[CH:9][CH:10]=[CH:11][C:6]=2[S:5](=[O:12])(=[O:13])[N:4]([CH3:14])[C:3]=1[C:15]([NH:19][C:20]1[CH:26]=[CH:25][C:24](=[O:27])[C:23]([O:28][CH3:29])=[CH:22][CH:21]=1)=[O:17]. Reported procedure: In a nitrogen atmosphere, a solution of methyl 4-hydroxy-2-methyl-2H-1,2-benzothiazine-3-carboxylate 1,1-dioxide (4.0 g) and 5-amino-2-methoxy-2,4,6-cycloheptatrien-1-one (2.7 g) in xylene (100 ml) is refluxed for 6 hours. The reaction mixture is then allowed to stand at room temperature overnight. The crystals that have separated out are collected by filtration and purified by silica gel (40 g) column chromatography using methanol-dichloromethane (5:95) as the eluent. The resulting crude produc... Starting materials: COc1ccc(C2=C(C)NC(=O)CC2)cc1, [I-], [Li+], Cc1cc(C)nc(C)c1. Yields the product CC1=C(c2ccc(O)cc2)CCC(=O)N1. RXN SMILES: [CH3:1][O:2][c:3]1[cH:4][cH:5][c:6]([C:9]2=[C:14]([CH3:15])[NH:13][C:12](=[O:16])[CH2:11][CH2:10]2)[cH:7][cH:8]1.[I-:17].[Li+:18].[n:19]1[c:20]([CH3:21])[cH:22][c:23]([CH3:24])[cH:25][c:26]1[CH3:27]>>[OH:2][c:3]1[cH:4][cH:5][c:6]([C:9]2=[C:14]([CH3:15])[NH:13][C:12](=[O:16])[CH2:11][CH2:10]2)[cH:7][cH:8]1. Starting materials: FC1=CC=C(C=C1)C(=CC(=O)OCC)C (Ethyl 3-(4-fluorophenyl)-2-butenoate), BrN1C(CCC1=O)=O (N-bromosuccinimide), C(C1=CC=CC=C1)(=O)OOC(C1=CC=CC=C1)=O (benzoyl peroxide). Solvent: C(Cl)(Cl)(Cl)Cl (carbon tetrachloride). Product: BrCC(=CC(=O)OCC)C1=CC=C(C=C1)F (Ethyl 4-Bromo-3-(4-fluorophenyl)-2-butenoate). Reaction SMILES: [F:1][C:2]1[CH:7]=[CH:6][C:5]([C:8]([CH3:15])=[CH:9][C:10]([O:12][CH2:13][CH3:14])=[O:11])=[CH:4][CH:3]=1.[Br:16]N1C(=O)CCC1=O.C(OOC(=O)C1C=CC=CC=1)(=O)C1C=CC=CC=1>C(Cl)(Cl)(Cl)Cl>[Br:16][CH2:15][C:8]([C:5]1[CH:4]=[CH:3][C:2]([F:1])=[CH:7][CH:6]=1)=[CH:9][C:10]([O:12][CH2:13][CH3:14])=[O:11]. Reported procedure: Ethyl 3-(4-fluorophenyl)-2-butenoate (548 g, 2.7 mol), N-bromosuccinimide (500 g, 2.8 mol) and benzoyl peroxide (6 g) are combined in carbon tetrachloride (4 L). The mixture is heated at reflux and irradiated with a UV lamp for 4 days. The mixture is then filtered and the filtrate evaporated, and the residue is dissolved in ether and washed five times with saturated aqueous sodium carbonate and once with brine. The ether layer is dried with magnesium sulfate and evaporated, to provide the title ... Starting materials: C(C)OC(=O)C=1C[C@@H]2O[C@@H]2[C@@H](C1)OC(CC)CC ((1S,5R,6S)-5-(1-ethyl-propoxy)-7-oxa-bicyclo[4.1.0]hept-3-ene-3-carboxylic acid ethyl ester), S(=O)(=O)([O-])[O-].[NH4+].[NH4+] (ammonium sulfate), CCOCC.[Mg+2].[Br-].[Br-] (magnesium bromide diethyl etherate), C(C=C)N (allylamine). Solvent: COC(C)(C)C (tert.-butyl methyl ether), C(C)#N (acetonitrile). Run at temperature 55 celsius, time 1.5 hour. Product: C(C)OC(=O)C1=C[C@H]([C@H]([C@@H](C1)NCC=C)O)OC(CC)CC ((3R,4S,5R)-5-allylamino-3-(1-ethyl-propoxy)-4-hydroxy-cyclohex-1-enecarboxylic acid ethyl ester). Yield: 100.4%. Reaction SMILES: [CH2:1]([O:3][C:4]([C:6]1[CH2:7][C@H:8]2[C@@H:10]([C@H:11]([O:13][CH:14]([CH2:17][CH3:18])[CH2:15][CH3:16])[CH:12]=1)[O:9]2)=[O:5])[CH3:2].CCOCC.[Mg+2].[Br-].[Br-].[CH2:27]([NH2:30])[CH:28]=[CH2:29].S([O-])([O-])(=O)=O.[NH4+].[NH4+]>COC(C)(C)C.C(#N)C>[CH2:1]([O:3][C:4]([C:6]1[CH2:7][C@@H:8]([NH:30][CH2:27][CH:28]=[CH2:29])[C@H:10]([OH:9])[C@H:11]([O:13][CH:14]([CH2:17][CH3:18])[CH2:15][CH3:16])[CH:12]=1)=[O:5])[CH3:2] |f:1.2.3.4,6.7.8|. Reported procedure: In a 2.5 l 4-necked round bottom flask equipped with a reflux condenser, a thermometer, a mechanical stirrer and an inert gas supply 254.3 g (1.0 mol) of (1S,5R,6S)-5-(1-ethyl-propoxy)-7-oxa-bicyclo[4.1.0]hept-3-ene-3-carboxylic acid ethyl ester were dissolved under argon with stirring in 900 ml tert.-butyl methyl ether and 100 ml acetonitrile whereby the temperature dropped to about 10° C. To the clear, yellowish solution 51.7 g (0.2 mol) of magnesium bromide diethyl etherate were added followe... The reactants are NC1=C(C(=O)N)C=CC=C1 (2-amino benzamide), C(C)(=O)N (acetamide). Run in C(C)O (ethanol). Conditions: temperature 180 celsius, time 2 hour. The product is CC1=NC2=CC=CC=C2C(N1)=O (2-Methylquinazolin-4(3H)-one). Yield: 46.7%. As a reaction SMILES: [NH2:1][C:2]1[CH:10]=[CH:9][CH:8]=[CH:7][C:3]=1[C:4]([NH2:6])=[O:5].[C:11](N)(=O)[CH3:12]>C(O)C>[CH3:11][C:12]1[NH:6][C:4](=[O:5])[C:3]2[C:2](=[CH:10][CH:9]=[CH:8][CH:7]=2)[N:1]=1. Reported procedure: A mixture of 2-amino benzamide (20 g, 0.147 mol) and acetamide (43 g, 0.735 mol) was heated to 180° C. for 20 h. The dark brown reaction mixture was cooled and suspended in ethanol (200 ml). After stirring for 2 h, it was filtered and dried under suction to afford 11 g (47%) of the titled compound as a brown solid.